Dataset: the Open Reaction Database (ORD), a public repository of structured organic reaction records. Task: describe an organic reaction: reactants, conditions, products, and yield Starting materials: CNC(=O)C1=CC2=C(N=C(N=C2)Cl)N1C1CCCC1 (2-Chloro-7-cyclopentyl-7H-pyrrolo[2,3-d]pyrimidine-6-carboxylic acid methylamide), C(C)(C)(C)OC(=O)N1C2CN(CC1CC2)C(=O)C=2C=NC(=CC2)N (3-(6-amino-pyridine-3-carbonyl)-3,8-diaza-bicyclo[3.2.1]octane-8-carboxylic acid tert-butyl ester). Product: C(C)(C)(C)OC(=O)N1C2CN(CC1CC2)C(=O)C=2C=NC(=CC2)NC=2N=CC1=C(N2)N(C(=C1)C(NC)=O)C1CCCC1 (3-[6-(7-cyclopentyl-6-methylcarbamoyl-7H-pyrrolo[2,3-d]pyrimidin-2-ylamino)-pyridine-3-carbonyl]-3,8-diaza-bicyclo[3.2.1]octane-8-carboxylic acid tert-butyl ester). As a reaction SMILES: [CH3:1][NH:2][C:3]([C:5]1[N:14]([CH:15]2[CH2:19][CH2:18][CH2:17][CH2:16]2)[C:8]2[N:9]=[C:10](Cl)[N:11]=[CH:12][C:7]=2[CH:6]=1)=[O:4].[C:20]([O:24][C:25]([N:27]1[CH:32]2[CH2:33][CH2:34][CH:28]1[CH2:29][N:30]([C:35]([C:37]1[CH:38]=[N:39][C:40]([NH2:43])=[CH:41][CH:42]=1)=[O:36])[CH2:31]2)=[O:26])([CH3:23])([CH3:22])[CH3:21]>>[C:20]([O:24][C:25]([N:27]1[CH:28]2[CH2:34][CH2:33][CH:32]1[CH2:31][N:30]([C:35]([C:37]1[CH:38]=[N:39][C:40]([NH:43][C:10]3[N:11]=[CH:12][C:7]4[CH:6]=[C:5]([C:3](=[O:4])[NH:2][CH3:1])[N:14]([CH:15]5[CH2:19][CH2:18][CH2:17][CH2:16]5)[C:8]=4[N:9]=3)=[CH:41][CH:42]=1)=[O:36])[CH2:29]2)=[O:26])([CH3:23])([CH3:21])[CH3:22]. Procedure details: Following general N—C coupling procedure 1, 2-Chloro-7-cyclopentyl-7H-pyrrolo[2,3-d]pyrimidine-6-carboxylic acid methylamide, see WO 2010020675, (0.150 g, 0.538 mmol) was combined with 3-(6-amino-pyridine-3-carbonyl)-3,8-diaza-bicyclo[3.2.1]octane-8-carboxylic acid tert-butyl ester (0.188 g, 0.565 mmol, 1.05 eq), which gave 3-[6-(7-cyclopentyl-6-methylcarbamoyl-7H-pyrrolo[2,3-d]pyrimidin-2-ylamino)-pyridine-3-carbonyl]-3,8-diaza-bicyclo[3.2.1]octane-8-carboxylic acid tert-butyl ester as a yellow... Starting materials: [Br-], COCCCOc1cc(CC(CC2C(CC(C=O)C(C)C)OC(C)(C)N2C(=O)OC(C)(C)C)C(C)C)ccc1OC, Cc1ccccc1, CCCC[N+](CCCC)(CCCC)CCCC, [K+], O=[Mn](=O)(=O)[O-], [Na+], [Na+], O, O=C(O)CC(O)(CC(=O)O)C(=O)O, O=S([O-])[O-]. The product is COCCCOc1cc(CC(CC2C(CC(C(=O)O)C(C)C)OC(C)(C)N2C(=O)OC(C)(C)C)C(C)C)ccc1OC. Reaction SMILES: [Br-:74].[C:1]([CH3:2])([CH3:3])([CH3:4])[O:5][C:6](=[O:7])[N:8]1[C:9]([CH3:40])([CH3:41])[O:10][CH:11]([CH2:33][CH:34]([CH:35]([CH3:36])[CH3:37])[CH:38]=[O:39])[CH:12]1[CH2:13][CH:14]([CH2:15][c:16]1[cH:17][c:18]([O:24][CH2:25][CH2:26][CH2:27][O:28][CH3:29])[c:19]([O:22][CH3:23])[cH:20][cH:21]1)[CH:30]([CH3:31])[CH3:32].[CH3:67][c:68]1[cH:69][cH:70][cH:71][cH:72][cH:73]1.[CH3:75][CH2:76][CH2:77][CH2:78][N+:79]([CH2:80][CH2:81][CH2:82][CH3:83])([CH2:84][CH2:85][CH2:86][CH3:87])[CH2:88][CH2:89][CH2:90][CH3:91].[K+:47].[Mn:42](=[O:43])([O-:44])(=[O:45])=[O:46].[Na+:52].[Na+:53].[OH2:92].[OH:54][C:55]([CH2:56][C:57]([C:58](=[O:59])[OH:60])([CH2:61][C:62](=[O:63])[OH:64])[OH:65])=[O:66].[S:48]([O-:49])([O-:50])=[O:51]>>[C:1]([CH3:2])([CH3:3])([CH3:4])[O:5][C:6](=[O:7])[N:8]1[C:9]([CH3:40])([CH3:41])[O:10][CH:11]([CH2:33][CH:34]([CH:35]([CH3:36])[CH3:37])[C:38](=[O:39])[OH:43])[CH:12]1[CH2:13][CH:14]([CH2:15][c:16]1[cH:17][c:18]([O:24][CH2:25][CH2:26][CH2:27][O:28][CH3:29])[c:19]([O:22][CH3:23])[cH:20][cH:21]1)[CH:30]([CH3:31])[CH3:32]. Starting materials: Br, COc1cccc(-c2nc3ccsc3c(=O)[nH]2)c1, CC(=O)O. The product is O=c1[nH]c(-c2cccc(O)c2)nc2ccsc12. As a reaction SMILES: [BrH:19].[CH3:1][O:2][c:3]1[cH:4][c:5](-[c:9]2[nH:10][c:11](=[O:18])[c:12]3[c:13]([n:14]2)[cH:15][cH:16][s:17]3)[cH:6][cH:7][cH:8]1.[CH3:20][C:21](=[O:22])[OH:23]>>[OH:2][c:3]1[cH:4][c:5](-[c:9]2[nH:10][c:11](=[O:18])[c:12]3[c:13]([n:14]2)[cH:15][cH:16][s:17]3)[cH:6][cH:7][cH:8]1.